Dataset: the Open Reaction Database (ORD), a public repository of structured organic reaction records. Task: describe an organic reaction: reactants, conditions, products, and yield Reaction SMILES: [CH3:26][OH:27].[ClH:25].[Na+:24].[O:1]1[CH2:2][CH2:3][N:4]([c:7]2[cH:8][cH:9][c:10]3[c:11]([cH:22]2)[CH:12]=[C:13]([C:17](=[O:18])[O:19][CH2:20][CH3:21])[CH2:14][CH2:15][O:16]3)[CH2:5][CH2:6]1.[OH-:23]>>[O:1]1[CH2:2][CH2:3][N:4]([c:7]2[cH:8][cH:9][c:10]3[c:11]([cH:22]2)[CH:12]=[C:13]([C:17](=[O:18])[OH:19])[CH2:14][CH2:15][O:16]3)[CH2:5][CH2:6]1. The reactants are CO, Cl, [Na+], CCOC(=O)C1=Cc2cc(N3CCOCC3)ccc2OCC1, [OH-]. Product: O=C(O)C1=Cc2cc(N3CCOCC3)ccc2OCC1.